The task is: describe an organic reaction: reactants, conditions, products, and yield. This data is from the Open Reaction Database (ORD), a public repository of structured organic reaction records. The reactants are [Al+3], C1CCOC1, CCCCCC, ClCCl, [H-], [H-], [H-], [H-], [Li+], NC1CCC(C(=O)O)CC1, [Na+], [OH-], O, O=S(=O)(O)O, O=C(Cl)c1ccc2nonc2c1. Product: O=C(c1ccc2nonc2c1)N1CC2CCC1CC2. Reaction SMILES: [Al+3:12].[CH2:46]1[O:47][CH2:48][CH2:49][CH2:50]1.[CH3:40][CH2:41][CH2:42][CH2:43][CH2:44][CH3:45].[Cl:36][CH2:37][Cl:38].[H-:11].[H-:14].[H-:15].[H-:16].[Li+:13].[NH2:1][CH:2]1[CH2:3][CH2:4][CH:5]([C:8]([OH:9])=[O:10])[CH2:6][CH2:7]1.[Na+:18].[OH-:17].[OH2:39].[S:31](=[O:32])(=[O:33])([OH:34])[OH:35].[n:19]1[o:20][n:21][c:22]2[c:23]1[cH:24][cH:25][c:26]([C:28](=[O:29])[Cl:30])[cH:27]2>>[N:1]1([C:28]([c:26]2[cH:25][cH:24][c:23]3[n:19][o:20][n:21][c:22]3[cH:27]2)=[O:29])[CH:2]2[CH2:3][CH2:4][CH:5]([CH2:6][CH2:7]2)[CH2:8]1. The reactants are F[B-](F)(F)F, CC(C)N(CC(C(=O)O)c1ccc(Cl)cc1)C(=O)OC(C)(C)C, CCN(C(C)C)C(C)C, ClCCl, Cl, Cl, Fc1cccc(Oc2cnc3[nH]ncc3c2N2CCNCC2)c1, CN(C)C(On1nnc2ccccc21)=[N+](C)C. Product: CC(C)N(CC(C(=O)N1CCN(c2c(Oc3cccc(F)c3)cnc3[nH]ncc23)CC1)c1ccc(Cl)cc1)C(=O)OC(C)(C)C. As a reaction SMILES: [B-:35]([F:36])([F:37])([F:38])[F:39].[C:57]([CH3:58])([CH3:59])([CH3:60])[O:61][C:62](=[O:63])[N:64]([CH2:65][CH:66]([C:67](=[O:68])[OH:69])[c:70]1[cH:71][cH:72][c:73]([Cl:76])[cH:74][cH:75]1)[CH:77]([CH3:78])[CH3:79].[CH:1]([N:2]([CH2:3][CH3:4])[CH:5]([CH3:6])[CH3:7])([CH3:8])[CH3:9].[Cl:80][CH2:81][Cl:82].[ClH:10].[ClH:11].[F:12][c:13]1[cH:14][c:15]([O:16][c:17]2[c:18]([N:26]3[CH2:27][CH2:28][NH:29][CH2:30][CH2:31]3)[c:19]3[c:20]([n:21][cH:22]2)[nH:23][n:24][cH:25]3)[cH:32][cH:33][cH:34]1.[n:40]1([O:41][C:42]([N:43]([CH3:44])[CH3:45])=[N+:46]([CH3:47])[CH3:48])[c:49]2[cH:50][cH:51][cH:52][cH:53][c:54]2[n:55][n:56]1>>[F:12][c:13]1[cH:14][c:15]([O:16][c:17]2[c:18]([N:26]3[CH2:27][CH2:28][N:29]([C:67]([CH:66]([CH2:65][N:64]([C:62]([O:61][C:57]([CH3:58])([CH3:59])[CH3:60])=[O:63])[CH:77]([CH3:78])[CH3:79])[c:70]4[cH:71][cH:72][c:73]([Cl:76])[cH:74][cH:75]4)=[O:68])[CH2:30][CH2:31]3)[c:19]3[c:20]([n:21][cH:22]2)[nH:23][n:24][cH:25]3)[cH:32][cH:33][cH:34]1. The reactants are C#CC1=CC=C(C=C1)O (poly(p-hydroxystyrene)), S(O)(O)(=O)=O (sulfuric acid). Solvent: C(OC)COC (dimethoxyethane). Reaction conditions: time 1 hour. The product is C(C)(C)(C)OC1=CC=C(C=C)C=C1.OC1=CC=C(C=C)C=C1 (p-tert-butoxystyrene p-hydroxystyrene). RXN SMILES: [CH:1]#[C:2][C:3]1[CH:8]=[CH:7][C:6]([OH:9])=[CH:5][CH:4]=1.S(=O)(=O)(O)O>C(COC)OC>[C:3]([O:9][C:6]1[CH:7]=[CH:8][C:3]([CH:2]=[CH2:1])=[CH:4][CH:5]=1)([CH3:8])([CH3:4])[CH3:2].[OH:9][C:6]1[CH:7]=[CH:8][C:3]([CH:2]=[CH2:1])=[CH:4][CH:5]=1 |f:3.4|. Procedure details: To a solution of poly(p-hydroxystyrene) (4.0 g) [MARUKA LYNCUR-M, manufactured by Maruzen Petrochemical Co., Ltd., Mw 10000 and Mn 5000] in dimethoxyethane (70 ml) in a pressure vessel, isobutyrene (60 g) and conc. sulfuric acid (0.3 g) were added at -60° C. or lower. The mixture was brought to 45° C. for 1 hour with stirring, and then stirring was continued at room temperature for 22 hours. After reaction, the mixture was evaporated, and the residue was neutralized by sodium carbonate and poure... The reactants are CCOC(C)=O, CCN1CCN(c2ccc([N+](=O)[O-])cc2F)CC1=O. The product is CCN1CCN(c2ccc(N)cc2F)CC1=O. As a reaction SMILES: [CH3:20][CH2:21][O:22][C:23](=[O:24])[CH3:25].[F:1][c:2]1[cH:3][c:4]([N+:17]([O-:18])=[O:19])[cH:5][cH:6][c:7]1[N:8]1[CH2:9][C:10](=[O:16])[N:11]([CH2:14][CH3:15])[CH2:12][CH2:13]1>>[F:1][c:2]1[cH:3][c:4]([NH2:17])[cH:5][cH:6][c:7]1[N:8]1[CH2:9][C:10](=[O:16])[N:11]([CH2:14][CH3:15])[CH2:12][CH2:13]1. The reactants are BrC=1C=C(C=C)C=CC1 (m-bromostyrene), BrC1=CC=CC=C1 (bromobenzene), ice water. Solvent: C(C)OCC (diethyl ether), C(C)OCC (diethyl ether). Run at time 30 minute. Yields the product C1(=CC=CC=C1)C=1C=C(C=C)C=CC1 (m-phenyl styrene). Isolated yield 81.2%. RXN SMILES: Br[C:2]1[CH:7]=[CH:6][CH:5]=[CH:4][CH:3]=1.Br[C:9]1[CH:10]=[C:11]([CH:14]=[CH:15][CH:16]=1)[CH:12]=[CH2:13]>C(OCC)C>[C:2]1([C:9]2[CH:10]=[C:11]([CH:14]=[CH:15][CH:16]=2)[CH:12]=[CH2:13])[CH:7]=[CH:6][CH:5]=[CH:4][CH:3]=1. Procedure details: The liquid temperature was increased until refluxing took place and then a solution of 7.37 g (0.07 mole) of bromobenzene in diethyl ether (70 ml) was gradually added dropwise taking 30 minutes. After completion of the dropwise addition, it was kept as such for 1 hour under reflux. The reaction solution was cooled to room temperature and it was added at room temperture to a solution of 6.51 ml (0.05 mole) of m-bromostyrene and 0.32 g (0.6 m mole) of a nickel chloride-(1,3-diphenyl phosphino prop... Starting materials: CC1CCCN1CCCOc1ccc(-n2cc(N)cn2)cc1, CCN=C=NCCCN(C)C, ClC(Cl)Cl, Cl, O, O=C(O)c1ccc(O)cc1, On1nnc2ccccc21. Yields the product CC1CCCN1CCCOc1ccc(-n2cc(NC(=O)c3ccc(O)cc3)cn2)cc1. As a reaction SMILES: [CH3:1][CH:2]1[N:3]([CH2:7][CH2:8][CH2:9][O:10][c:11]2[cH:12][cH:13][c:14](-[n:17]3[n:18][cH:19][c:20]([NH2:22])[cH:21]3)[cH:15][cH:16]2)[CH2:4][CH2:5][CH2:6]1.[CH3:45][N:46]([CH3:47])[CH2:48][CH2:49][CH2:50][N:51]=[C:52]=[N:53][CH2:54][CH3:55].[CH:56]([Cl:57])([Cl:58])[Cl:59].[ClH:44].[OH2:33].[OH:23][C:24](=[O:25])[c:26]1[cH:27][cH:28][c:29]([OH:30])[cH:31][cH:32]1.[OH:34][n:35]1[c:36]2[cH:37][cH:38][cH:39][cH:40][c:41]2[n:42][n:43]1>>[CH3:1][CH:2]1[N:3]([CH2:7][CH2:8][CH2:9][O:10][c:11]2[cH:12][cH:13][c:14](-[n:17]3[n:18][cH:19][c:20]([NH:22][C:24](=[O:23])[c:26]4[cH:27][cH:28][c:29]([OH:30])[cH:31][cH:32]4)[cH:21]3)[cH:15][cH:16]2)[CH2:4][CH2:5][CH2:6]1. The reactants are C1CCOC1, C1CCOC1, CCCC(C)C(C)C(=O)N1C(=O)OC(c2ccccc2)C1c1ccccc1, CCOC(C)=O, [Li+], O=C1NCCO1, [OH-], O, O, OO, OO. The product is CCCC(C)C(C)C(=O)O. RXN SMILES: [CH2:36]1[O:37][CH2:38][CH2:39][CH2:40]1.[CH2:53]1[O:54][CH2:55][CH2:56][CH2:57]1.[CH3:1][CH:2]([C:3](=[O:4])[N:5]1[CH:6]([c:7]2[cH:8][cH:9][cH:10][cH:11][cH:12]2)[CH:13]([c:14]2[cH:15][cH:16][cH:17][cH:18][cH:19]2)[O:20][C:21]1=[O:22])[CH:23]([CH2:24][CH2:25][CH3:26])[CH3:27].[CH3:47][CH2:48][O:49][C:50]([CH3:51])=[O:52].[Li+:42].[O:30]1[CH2:31][CH2:32][NH:33][C:34]1=[O:35].[OH-:41].[OH2:43].[OH2:46].[OH:28][OH:29].[OH:44][OH:45]>>[CH3:1][CH:2]([C:3]([OH:4])=[O:30])[CH:23]([CH2:24][CH2:25][CH3:26])[CH3:27].